describe an organic reaction: reactants, conditions, products, and yield From a dataset of the Open Reaction Database (ORD), a public repository of structured organic reaction records. The reactants are BrC=1C=C2C(C(NC2=CC1)=O)(CC)CC (5-bromo-1,3-dihydro-3,3-diethyl-[2H]-indol-2-one), ClC=1C=C(C=CC1)B(O)O (3-chlorophenylboronic acid), C([O-])([O-])=O.[K+].[K+] (potassium carbonate). The reagents and catalysts are C=1C=CC(=CC1)[P](C=2C=CC=CC2)(C=3C=CC=CC3)[Pd]([P](C=4C=CC=CC4)(C=5C=CC=CC5)C=6C=CC=CC6)([P](C=7C=CC=CC7)(C=8C=CC=CC8)C=9C=CC=CC9)[P](C=1C=CC=CC1)(C=1C=CC=CC1)C=1C=CC=CC1 (tetrakis(triphenylphosphine)palladium(0)). Solvent: C(OC)COC (dimethoxyethane), C(C)O (ethanol), O (water), O (water). Yields the product ClC=1C=C(C=CC1)C=1C=C2C(C(NC2=CC1)=O)(CC)CC (5-(3-chloro-phenyl)-3,3-diethyl-1,3-dihydro-indol-2-one). Yield: 26.7%. As a reaction SMILES: Br[C:2]1[CH:3]=[C:4]2[C:8](=[CH:9][CH:10]=1)[NH:7][C:6](=[O:11])[C:5]2([CH2:14][CH3:15])[CH2:12][CH3:13].[Cl:16][C:17]1[CH:18]=[C:19](B(O)O)[CH:20]=[CH:21][CH:22]=1.C(=O)([O-])[O-].[K+].[K+]>C(COC)OC.C(O)C.O.C1C=CC([P]([Pd]([P](C2C=CC=CC=2)(C2C=CC=CC=2)C2C=CC=CC=2)([P](C2C=CC=CC=2)(C2C=CC=CC=2)C2C=CC=CC=2)[P](C2C=CC=CC=2)(C2C=CC=CC=2)C2C=CC=CC=2)(C2C=CC=CC=2)C2C=CC=CC=2)=CC=1>[Cl:16][C:17]1[CH:22]=[C:21]([C:2]2[CH:3]=[C:4]3[C:8](=[CH:9][CH:10]=2)[NH:7][C:6](=[O:11])[C:5]3([CH2:14][CH3:15])[CH2:12][CH3:13])[CH:20]=[CH:19][CH:18]=1 |f:2.3.4,^1:45,47,66,85|. Procedure details: A solution of 5-bromo-1,3-dihydro-3,3-diethyl-[2H]-indol-2-one (2.7 g, 10 mmol), 3-chlorophenylboronic acid (1.6 g, 10 mmol), potassium carbonate (4 g, 30 mmol) and tetrakis(triphenylphosphine)palladium(0) (0.5 g, 0.4 mmol) in dimethoxyethane (100 ml), ethanol (25 ml), and water (25 ml) was heated to reflux for 6 hours. After cooling to room temperature, the mixture was diluted with water and extracted with EtOAc (2×). The combined organic extracts were washed with water, then brine, dried (MgSO... The reactants are COC1=CC=C(COC(=O)C2=C(CS[C@H]3N2C([C@H]3NC(CC3=CC=CC=C3)=O)=O)CCl)C=C1 (7β-phenylacetamido-3-chloromethyl-3-cephem-4-carboxylic acid p-methoxybenzyl ester), CN1CCOCC1 (N-methylmorpholin), C(C)(C)(C)OC(=O)NC=1SC=C(N1)C(C(=O)O)=NOCC(=O)OC(C)(C)C (2-(2-t-butoxycarbonylamino-4-thiazolyl)-2-t-butoxycarbonylmethoxyiminoacetic acid), C1=CC=C(C=C1)OP(=O)(Cl)Cl (phenylphosphoric acid dichloride), CN1CCOCC1 (N-methylmorpholin). The solvent is C(C)(=O)OCC (ethyl acetate), ClCCl (dichloromethane). Run at temperature -40 celsius, time 1.5 hour. The product is COC1=CC=C(COC(=O)C2=C(CS[C@H]3N2C([C@H]3NC(C(=NOC(C3=CC=CC=C3)(C3=CC=CC=C3)C3=CC=CC=C3)C=3N=C(SC3)NC(=O)OC(C)(C)C)=O)=O)CCl)C=C1 (7β-[2-(2-t-butoxycarbonylamino-4-thiazolyl)-2-trityloxyimino-acetamido]-3-chloromethyl-3-cephem-4-carboxylic acid p-methoxybenzyl ester). As a reaction SMILES: [CH3:1][O:2][C:3]1[CH:33]=[CH:32][C:6]([CH2:7][O:8][C:9]([C:11]2[N:16]3[C:17](=[O:29])[C@@H:18]([NH:19]C(=O)CC4C=CC=CC=4)[C@H:15]3[S:14][CH2:13][C:12]=2[CH2:30][Cl:31])=[O:10])=[CH:5][CH:4]=1.CN1[CH2:40][CH2:39]OCC1.[C:41]([O:45][C:46]([NH:48][C:49]1[S:50][CH:51]=[C:52]([C:54](=[N:58][O:59][CH2:60][C:61](OC(C)(C)C)=O)[C:55]([OH:57])=O)[N:53]=1)=[O:47])([CH3:44])([CH3:43])[CH3:42].[CH:68]1[CH:73]=[CH:72][C:71](OP(Cl)(Cl)=O)=[CH:70][CH:69]=1>ClCCl.C(OCC)(=O)C>[CH3:1][O:2][C:3]1[CH:4]=[CH:5][C:6]([CH2:7][O:8][C:9]([C:11]2[N:16]3[C:17](=[O:29])[C@@H:18]([NH:19][C:55](=[O:57])[C:54]([C:52]4[N:53]=[C:49]([NH:48][C:46]([O:45][C:41]([CH3:42])([CH3:43])[CH3:44])=[O:47])[S:50][CH:51]=4)=[N:58][O:59][C:60]([C:61]4[CH:40]=[CH:39][CH:12]=[CH:11][CH:9]=4)([C:3]4[CH:33]=[CH:32][CH:6]=[CH:5][CH:4]=4)[C:68]4[CH:73]=[CH:72][CH:71]=[CH:70][CH:69]=4)[C@H:15]3[S:14][CH2:13][C:12]=2[CH2:30][Cl:31])=[O:10])=[CH:32][CH:33]=1. Procedure details: To a suspension of 7β-amino-3-chloromethyl-3-cephem-4-carboxylic acid p-methoxybenzyl ester (1) toluene-p-sulfonic acid salt (3.94 g; (7.28 mMol.) in dichloromethane (50 ml) keeping at 0° C. are added N-methylmorpholin (0.80 ml; 1 Eq.) and 2-(2-t-butoxycarbonylamino-4-thiazolyl)-2-t-butoxycarbonylmethoxyiminoacetic acid (3.80 g; 1.3 Eq.) and cooled at -40° C. To this mixture are added phenylphosphoric acid dichloride (1.41 ml; 1.3 Eq.) and N-methylmorpholin (2.41 ml; 3 Eq.), and the mixture is s... Starting materials: C(C)N1CCN(CC1)CC(=O)OCC (ethyl 2-(4-ethylpiperazin-1-yl)acetate). Solvent: Cl (HCl). Yields the product C(C)N1CCN(CC1)CC(=O)O (2-(4-Ethylpiperazin-1-yl)acetic acid). Yield: 54.5%. As a reaction SMILES: [CH2:1]([N:3]1[CH2:8][CH2:7][N:6]([CH2:9][C:10]([O:12]CC)=[O:11])[CH2:5][CH2:4]1)[CH3:2]>Cl>[CH2:1]([N:3]1[CH2:8][CH2:7][N:6]([CH2:9][C:10]([OH:12])=[O:11])[CH2:5][CH2:4]1)[CH3:2]. Procedure: The solution of ethyl 2-(4-ethylpiperazin-1-yl)acetate (1.3 g, 6.50 mmol, 1.0 eq) in 8 N HCl stirred at 95° C. for 16 h. The mixture was concentrated on vacuum pump, and quenched and extracted as in Intermediate Example 15(b). The solvent was distilled off to afford the product in 54.5% yield (0.6 g). Reactants: C1CCOC1, NO, OCc1ccc(OCCN2CCCCC2)cc1, O=S(Cl)Cl. Yields the product ClCc1ccc(OCCN2CCCCC2)cc1. As a reaction SMILES: [CH2:24]1[O:25][CH2:26][CH2:27][CH2:28]1.[NH2:18][OH:19].[OH:1][CH2:2][c:3]1[cH:4][cH:5][c:6]([O:7][CH2:8][CH2:9][N:10]2[CH2:11][CH2:12][CH2:13][CH2:14][CH2:15]2)[cH:16][cH:17]1.[S:20]([Cl:21])([Cl:22])=[O:23]>>[CH2:2]([c:3]1[cH:4][cH:5][c:6]([O:7][CH2:8][CH2:9][N:10]2[CH2:11][CH2:12][CH2:13][CH2:14][CH2:15]2)[cH:16][cH:17]1)[Cl:22].